Dataset: the Open Reaction Database (ORD), a public repository of structured organic reaction records. Task: describe an organic reaction: reactants, conditions, products, and yield Reactants: C1(=CC=CC=C1)C1=CC(=C(C=C1)[N+](=O)[O-])[N+](=O)[O-] (1-phenyl-3,4-dinitrobenzene), [N+](=O)([O-])C1=CC=C(C=O)C=C1 (4-nitrobenzaldehyde), N1C(=CC=C1)C(=O)O (2-pyrrolecarboxylic acid). Yields the product C1(=CC=CC=C1)C=1C=CC2=C(NC(=N2)C2=CC=C(C=C2)NC(=O)C=2NC=CC2)C1 (N-(4-(6-Phenyl-1H-benzo[d]imidazol-2-yl)phenyl)-1H-pyrrole-2-carboxamide). RXN SMILES: [C:1]1([C:7]2[CH:12]=[CH:11][C:10]([N+:13]([O-])=O)=[C:9]([N+:16]([O-])=O)[CH:8]=2)[CH:6]=[CH:5][CH:4]=[CH:3][CH:2]=1.[N+:19]([C:22]1[CH:29]=[CH:28][C:25]([CH:26]=O)=[CH:24][CH:23]=1)([O-])=O.[NH:30]1[CH:34]=[CH:33][CH:32]=[C:31]1[C:35](O)=[O:36]>>[C:1]1([C:7]2[CH:12]=[CH:11][C:10]3[N:13]=[C:26]([C:25]4[CH:28]=[CH:29][C:22]([NH:19][C:35]([C:31]5[NH:30][CH:34]=[CH:33][CH:32]=5)=[O:36])=[CH:23][CH:24]=4)[NH:16][C:9]=3[CH:8]=2)[CH:6]=[CH:5][CH:4]=[CH:3][CH:2]=1. Reported procedure: Compound 644 was prepared according to the procedure similar to that described in Scheme III from 1-phenyl-3,4-dinitrobenzene, 4-nitrobenzaldehyde, and 2-pyrrolecarboxylic acid. [M+H]+ calcd for C24H18N4O: 379.15; found: 378.96.